Dataset: the Open Reaction Database (ORD), a public repository of structured organic reaction records. Task: describe an organic reaction: reactants, conditions, products, and yield Yields the product CC1=CC=C(C=C1)S(=O)(=O)OCC1OC2=C(C1)C=C(C=C2C2=CC=CC=C2)C(C)C ((5-isopropyl-7-phenyl-2,3-dihydro-1-benzofuran-2-yl)methyl 4-methylbenzenesulfonate). Reported procedure: To a solution of 4-isopropylphenol (13.38 g, 98.0 mmol) with N-bromosuccinimide (17.5 g, 98 mmol) generally according to the procedure described for Example 305 afforded 13.78 g (65%) of 2-bromo-4-isopropylphenol. Treatment of 2-bromo-4-isopropylphenol (13.74 g, 41.0 mmol) with potassium carbonate (22.0 g, 160 mmol) and allyl bromide (9.23 g, 76.8 mmol), followed by refluxing the resultant allyl ether in mesitylene generally according to the procedure described for Intermediate 8 provided 2-ally... RXN SMILES: [CH3:1][C:2]1[CH:7]=[CH:6][C:5]([S:8]([O:11][CH2:12][CH:13]2[CH2:17][C:16]3[CH:18]=[C:19]([CH:23]([CH3:25])[CH3:24])[CH:20]=[C:21](Br)[C:15]=3[O:14]2)(=[O:10])=[O:9])=[CH:4][CH:3]=1.C[C:27]1[CH:32]=[CH:31][CH:30]=[CH:29][C:28]=1B(O)O.C(C1C=CC=CC=1B1OC(C)(C)C(C)(C)O1)(C)C>>[CH3:1][C:2]1[CH:7]=[CH:6][C:5]([S:8]([O:11][CH2:12][CH:13]2[CH2:17][C:16]3[CH:18]=[C:19]([CH:23]([CH3:25])[CH3:24])[CH:20]=[C:21]([C:27]4[CH:32]=[CH:31][CH:30]=[CH:29][CH:28]=4)[C:15]=3[O:14]2)(=[O:10])=[O:9])=[CH:4][CH:3]=1. Reactants: CC1=CC=C(C=C1)S(=O)(=O)OCC1OC2=C(C1)C=C(C=C2Br)C(C)C ((±)-(7-bromo-5-isopropyl-2,3-dihydro-1-benzofuran-2-yl)methyl 4-methylbenzenesulfonate), CC1=C(C=CC=C1)B(O)O (2-methylphenylboronic acid), C(C)(C)C1=C(C=CC=C1)B1OC(C(O1)(C)C)(C)C (2-(2-isopropylphenyl)-4,4,5,5-tetramethyl-1,3,2-dioxaborolane). Isolated yield 46.0%. Starting materials: O=C([O-])[O-], CNCCOc1ccccc1OC, CN(C)C=O, Cl, [K+], [K+], O, BrCCCNC(c1ccccc1)(c1ccccc1)c1ccccc1. The product is COc1ccccc1OCCN(C)CCCNC(c1ccccc1)(c1ccccc1)c1ccccc1. As a reaction SMILES: [C:39](=[O:40])([O-:41])[O-:42].[CH3:2][NH:3][CH2:4][CH2:5][O:6][c:7]1[c:8]([O:13][CH3:14])[cH:9][cH:10][cH:11][cH:12]1.[CH3:45][N:46]([CH3:47])[CH:48]=[O:49].[ClH:1].[K+:43].[K+:44].[OH2:50].[c:15]1([C:21]([NH:22][CH2:23][CH2:24][CH2:25][Br:26])([c:27]2[cH:28][cH:29][cH:30][cH:31][cH:32]2)[c:33]2[cH:34][cH:35][cH:36][cH:37][cH:38]2)[cH:16][cH:17][cH:18][cH:19][cH:20]1>>[CH3:2][N:3]([CH2:4][CH2:5][O:6][c:7]1[c:8]([O:13][CH3:14])[cH:9][cH:10][cH:11][cH:12]1)[CH2:25][CH2:24][CH2:23][NH:22][C:21]([c:15]1[cH:16][cH:17][cH:18][cH:19][cH:20]1)([c:27]1[cH:28][cH:29][cH:30][cH:31][cH:32]1)[c:33]1[cH:34][cH:35][cH:36][cH:37][cH:38]1. Reactants: O=C([O-])[O-], Nc1ncnn2c(-c3ccc(N4CCNCC4)cc3)cc(-c3ccc4cn(Cc5ccccc5)nc4c3)c12, CCCI, [K+], [K+], CN(C)C=O. Product: CCCN1CCN(c2ccc(-c3cc(-c4ccc5cn(Cc6ccccc6)nc5c4)c4c(N)ncnn34)cc2)CC1. Reaction SMILES: [C:43](=[O:44])([O-:45])[O-:46].[CH2:1]([c:2]1[cH:3][cH:4][cH:5][cH:6][cH:7]1)[n:8]1[n:9][c:10]2[cH:11][c:12](-[c:17]3[cH:18][c:19](-[c:27]4[cH:28][cH:29][c:30]([N:33]5[CH2:34][CH2:35][NH:36][CH2:37][CH2:38]5)[cH:31][cH:32]4)[n:20]4[n:21][cH:22][n:23][c:24]([NH2:26])[c:25]34)[cH:13][cH:14][c:15]2[cH:16]1.[I:39][CH2:40][CH2:41][CH3:42].[K+:47].[K+:48].[O:49]=[CH:50][N:51]([CH3:52])[CH3:53]>>[CH2:1]([c:2]1[cH:3][cH:4][cH:5][cH:6][cH:7]1)[n:8]1[n:9][c:10]2[cH:11][c:12](-[c:17]3[cH:18][c:19](-[c:27]4[cH:28][cH:29][c:30]([N:33]5[CH2:34][CH2:35][N:36]([CH2:40][CH2:41][CH3:42])[CH2:37][CH2:38]5)[cH:31][cH:32]4)[n:20]4[n:21][cH:22][n:23][c:24]([NH2:26])[c:25]34)[cH:13][cH:14][c:15]2[cH:16]1. The reactants are Cl(=O)(=O)[O-].[Na+] (sodium chlorate), O (water), Cl.BrC=1C=CC=2C3=C(C=NC2C1)N=C(N3CCCCCSC(N)=N)COCC (2-[5-(7-bromo-2-ethoxymethyl-1H-imidazo[4,5-c]quinolin-1-yl)pentyl]isothiourea hydrochloride). Solvent: Cl (hydrochloric acid). Product: BrC=1C=CC=2C3=C(C=NC2C1)N=C(N3CCCCCS(=O)(=O)Cl)COCC (5-(7-bromo-2-ethoxymethyl-1H-imidazo[4,5-c]quinolin-1-yl)pentane-1-sulfonyl chloride). RXN SMILES: [ClH:1].[Br:2][C:3]1[CH:4]=[CH:5][C:6]2[C:7]3[N:15]([CH2:16][CH2:17][CH2:18][CH2:19][CH2:20][S:21]C(=N)N)[C:14]([CH2:25][O:26][CH2:27][CH3:28])=[N:13][C:8]=3[CH:9]=[N:10][C:11]=2[CH:12]=1.Cl([O-])(=O)=[O:30].[Na+].[OH2:34]>Cl>[Br:2][C:3]1[CH:4]=[CH:5][C:6]2[C:7]3[N:15]([CH2:16][CH2:17][CH2:18][CH2:19][CH2:20][S:21]([Cl:1])(=[O:30])=[O:34])[C:14]([CH2:25][O:26][CH2:27][CH3:28])=[N:13][C:8]=3[CH:9]=[N:10][C:11]=2[CH:12]=1 |f:0.1,2.3|. Procedure details: A solution of 2-[5-(7-bromo-2-ethoxymethyl-1H-imidazo[4,5-c]quinolin-1-yl)pentyl]isothiourea hydrochloride (1.49 g, 3.16 mmol) in 7 M hydrochloric acid (8 mL) was cooled to 0° C. A solution of sodium chlorate (0.44 g, 4.1 mmol) in water (1.0 mL) was added dropwise with stirring, and the reaction was stirred at 0° C. for one hour. A precipitate formed and was isolated by filtration, washed with ice-cold water (4×4 mL), and dried under high vacuum to provide 0.92 g of 5-(7-bromo-2-ethoxymethyl-1H-... The reactants are 11.6, BrCC(=O)C1=CC=C(C=C1)Cl (2-bromo-4'-chloroacetophenone), ClC1=C(C=CC(=C1)Cl)C(CO)O (1-(2,4-dichlorophenyl)-1,2-ethanediol), C1(=CC=C(C=C1)S(=O)(=O)O)C (p-toluenesulfonic acid), C(CCC)O (n-butanol). Yields the product BrCC1(OCC(O1)C1=C(C=C(C=C1)Cl)Cl)C1=CC=C(C=C1)Cl (2-(bromomethyl)-2-(p-chlorophenyl)-4-(2,4-dichlorophenyl)-1,3-dioxolane). Reported procedure: A mixture of 11.6 parts of 2-bromo-4'-chloroacetophenone, 12.4 parts of 1-(2,4-dichlorophenyl)-1,2-ethanediol, 0.1 parts of p-toluenesulfonic acid, 80 parts of n-butanol and 160 parts of benzene is stirred and refluxed for 24 hours with water-separator. The solvent is removed in vacuo and the residue is triturated in methanol. The precipitated product is filtered off and crystallized from petroleum ether, yielding 2-(bromomethyl)-2-(p-chlorophenyl)-4-(2,4-dichlorophenyl)-1,3-dioxolane; m.p. 82.7... Solvent: C1=CC=CC=C1 (benzene), O (water). Reaction SMILES: [Br:1][CH2:2][C:3]([C:5]1[CH:10]=[CH:9][C:8]([Cl:11])=[CH:7][CH:6]=1)=[O:4].[Cl:12][C:13]1[CH:18]=[C:17]([Cl:19])[CH:16]=[CH:15][C:14]=1[CH:20]([OH:23])[CH2:21]O.C1(C)C=CC(S(O)(=O)=O)=CC=1.C(O)CCC>O.C1C=CC=CC=1>[Br:1][CH2:2][C:3]1([C:5]2[CH:10]=[CH:9][C:8]([Cl:11])=[CH:7][CH:6]=2)[O:23][CH:20]([C:14]2[CH:15]=[CH:16][C:17]([Cl:19])=[CH:18][C:13]=2[Cl:12])[CH2:21][O:4]1. The reactants are C(CC)(=O)C1=CC=C(C(=O)O)C=C1 (4-propionylbenzoic acid), C(=O)(O)[O-].[Na+] (NaHCO3), IC (iodomethane). Solvent: CN(C)C=O (DMF), [Na+].[Cl-] (NaCl). The product is petroleum ether—EtOAc, COC(C1=CC=C(C=C1)C(CC)=O)=O (4-Propionyl-benzoic acid methyl ester). The yield is 77.4%. Reaction SMILES: [C:1]([C:5]1[CH:13]=[CH:12][C:8]([C:9]([OH:11])=[O:10])=[CH:7][CH:6]=1)(=[O:4])[CH2:2][CH3:3].[C:14]([O-])(O)=O.[Na+].IC>CN(C=O)C.[Na+].[Cl-]>[CH3:14][O:10][C:9](=[O:11])[C:8]1[CH:12]=[CH:13][C:5]([C:1](=[O:4])[CH2:2][CH3:3])=[CH:6][CH:7]=1 |f:1.2,5.6|. Reported procedure: 4-propionylbenzoic acid (890 mg, 5 mmol), NaHCO3 (1.26 g, 15 mmol), and iodomethane (935 μL, 15 mmol) in DMF (10 mL) were stirred at RT overnight. The mixture was diluted with saturated aqueous NaCl (50 mL) and extracted with ether (3×50 mL). The organic phase was washed with water (50 mL), dried, and evaporated. Flash chromatography (90 g silica, 2/1 petroleum ether—EtOAc) gave white solids of 4-Propionyl-benzoic acid methyl ester (744 mg, 77%). Reactants: ice, OC1CC(N(C1)CC(=O)O)=O (4-hydroxy-2-oxo-1-pyrrolidineacetic acid), NCC(=O)N1C(NC(C1)=O)(C)C (1-(2-aminoacetyl)-2,2-dimethyl-4-imidazolidinone), C1CCC(CC1)N=C=NC2CCCCC2 (DCC). The solvent is O (water), CS(=O)C (dimethylsulfoxide), O1CCCC1 (tetrahydrofuran). Conditions: time 8 hour. Yields the product CC1(N(CC(N1)=O)C(CNC(CN1C(CC(C1)O)=O)=O)=O)C (2,2-Dimethyl-1-[2-(4-hydroxy-2-oxo-1-pyrrolidineacetamido)acetyl]-4-imidazolidinone). The yield is 21.9%. Reaction SMILES: [OH:1][CH:2]1[CH2:6][N:5]([CH2:7][C:8]([OH:10])=O)[C:4](=[O:11])[CH2:3]1.[NH2:12][CH2:13][C:14]([N:16]1[CH2:20][C:19](=[O:21])[NH:18][C:17]1([CH3:23])[CH3:22])=[O:15].C1CCC(N=C=NC2CCCCC2)CC1>CS(C)=O.O1CCCC1.O>[CH3:22][C:17]1([CH3:23])[NH:18][C:19](=[O:21])[CH2:20][N:16]1[C:14](=[O:15])[CH2:13][NH:12][C:8](=[O:10])[CH2:7][N:5]1[CH2:6][CH:2]([OH:1])[CH2:3][C:4]1=[O:11]. Procedure details: Into an ice cold solution of 4-hydroxy-2-oxo-1-pyrrolidineacetic acid (0.95 g) and 1-(2-aminoacetyl)-2,2-dimethyl-4-imidazolidinone (1 g) in dimethylsulfoxide (30 ml) a solution of DCC (1,22 g) in tetrahydrofuran (10 ml) was added dropwise. The solution was stirred at room temperature overnight and then heated at 50° for 4 hours. After cooling the solution was diluted with water and the resulting precipitate was filtered off. The filtrate was evaporated to dryness under vacuum. The residue was d...